This data is from the Open Reaction Database (ORD), a public repository of structured organic reaction records. The task is: describe an organic reaction: reactants, conditions, products, and yield Reactants: OC1=CC(=NC=2N1N=C(N2)C)C(=O)OC (7-hydroxy-5-methoxycarbonyl-2-methyl-s-triazolo[1,5-a]pyrimidine), P(=O)(Cl)(Cl)Cl (phosphorus oxychloride), CN(C1=CC=CC=C1)C (N,N-dimethylaniline), ice. Run in C(Cl)(Cl)Cl (chloroform). The yield is 33.7%. Procedure: To an ice-cooled mixture of 30.5 g (0.15 mole) of 7-hydroxy-5-methoxycarbonyl-2-methyl-s-triazolo[1,5-a]pyrimidine and 300 ml of phosphorus oxychloride, 18.6 ml (0.15 ml) of N,N-dimethylaniline was added dropwise over 5 minutes and the mixture was stirred under reflux for 1 hour, followed by concentration. The residue obtained was dissolved in 300 ml of chloroform and washed with water, followed by drying over anhydrous magnesium sulfate. The solvent was evaporated and n-hexane was added to the ... The product is ClC1=CC(=NC=2N1N=C(N2)C)C(=O)OC (7-chloro-5-methoxycarbonyl-2-methyl-s-triazolo[1,5-a]pyrimidine). As a reaction SMILES: O[C:2]1[N:7]2[N:8]=[C:9]([CH3:11])[N:10]=[C:6]2[N:5]=[C:4]([C:12]([O:14][CH3:15])=[O:13])[CH:3]=1.P(Cl)(Cl)([Cl:18])=O.CN(C)C1C=CC=CC=1>C(Cl)(Cl)Cl>[Cl:18][C:2]1[N:7]2[N:8]=[C:9]([CH3:11])[N:10]=[C:6]2[N:5]=[C:4]([C:12]([O:14][CH3:15])=[O:13])[CH:3]=1. The reactants are O=C([O-])[O-], N#Cc1ccc(S(N)(=O)=O)cc1, CCO, Cl, NO, [Na+], [Na+], O. Product: N=C(NO)c1ccc(S(N)(=O)=O)cc1. RXN SMILES: [C:16](=[O:17])([O-:18])[O-:19].[C:1](#[N:2])[c:3]1[cH:4][cH:5][c:6]([S:9](=[O:10])(=[O:11])[NH2:12])[cH:7][cH:8]1.[CH2:23]([OH:24])[CH3:25].[ClH:13].[NH2:14][OH:15].[Na+:20].[Na+:21].[OH2:22]>>[C:1](=[NH:2])([c:3]1[cH:4][cH:5][c:6]([S:9](=[O:10])(=[O:11])[NH2:12])[cH:7][cH:8]1)[NH:14][OH:15]. The reactants are IC1=CC(=C(C=C1)N)[N+](=O)[O-] (4-iodo-2-nitro-phenyl amine), [H-].[Na+] (sodium hydride), CN(C)C=O (DMF), IC (iodomethane). Solvent: O (water). Reaction conditions: time 2 hour. Yields the product IC1=CC(=C(C=C1)NC)[N+](=O)[O-] ((4-iodo-2-nitro-phenyl)-methyl-amine). As a reaction SMILES: [I:1][C:2]1[CH:7]=[CH:6][C:5]([NH2:8])=[C:4]([N+:9]([O-:11])=[O:10])[CH:3]=1.[H-].[Na+].[CH3:14]N(C=O)C.IC>O>[I:1][C:2]1[CH:7]=[CH:6][C:5]([NH:8][CH3:14])=[C:4]([N+:9]([O-:11])=[O:10])[CH:3]=1 |f:1.2|. Reported procedure: To a mixture of 4-iodo-2-nitro-phenyl amine (2.0 g), 60% sodium hydride (oil) (330 mg), and DMF (20 ml) was added dropwise iodomethane (470 μL) while ice-cooling. The reaction mixture was heated to room temperature, and then stirred for 2 hours. To the reaction mixture was added water, and the mixture was extracted with ethyl acetate. The organic layer was dried over sodium sulfate, and concentrated under reduced pressure. The residue was subjected to silica gel column chromatography to give (4-...